This data is from the Open Reaction Database (ORD), a public repository of structured organic reaction records. The task is: describe an organic reaction: reactants, conditions, products, and yield The reactants are O=C([O-])O, Cc1cccc(N(C)S(C)(=O)=O)c1, CC(=O)O, CCOC(C)=O, [O-][I+2]([O-])O, I, [Na+], O, O=S(=O)(O)O. Product: Cc1cc(N(C)S(C)(=O)=O)ccc1I. As a reaction SMILES: [C:19](=[O:20])([OH:21])[O-:22].[CH3:1][N:2]([S:3](=[O:4])(=[O:5])[CH3:6])[c:7]1[cH:8][c:9]([CH3:13])[cH:10][cH:11][cH:12]1.[CH3:24][C:25](=[O:26])[OH:27].[CH3:34][CH2:35][O:36][C:37](=[O:38])[CH3:39].[I+2:15]([OH:16])([O-:17])[O-:18].[I:14].[Na+:23].[OH2:33].[S:28](=[O:29])(=[O:30])([OH:31])[OH:32]>>[CH3:1][N:2]([S:3](=[O:4])(=[O:5])[CH3:6])[c:7]1[cH:8][c:9]([CH3:13])[c:10]([I:15])[cH:11][cH:12]1.